This data is from the Open Reaction Database (ORD), a public repository of structured organic reaction records. The task is: describe an organic reaction: reactants, conditions, products, and yield Reactants: C1CCOC1, C[Si](C)(C)[N-][Si](C)(C)C, N#CC1CCC1, Cl, N#Cc1ccc(F)cc1, [K+]. Product: N#Cc1ccc(C2(C#N)CCC2)cc1. RXN SMILES: [CH2:27]1[O:28][CH2:29][CH2:30][CH2:31]1.[CH3:2][Si:3]([N-:4][Si:5]([CH3:6])([CH3:7])[CH3:8])([CH3:9])[CH3:10].[CH:11]1([C:15]#[N:16])[CH2:12][CH2:13][CH2:14]1.[ClH:26].[F:17][c:18]1[cH:19][cH:20][c:21]([C:22]#[N:23])[cH:24][cH:25]1.[K+:1]>>[C:11]1([C:15]#[N:16])([c:18]2[cH:19][cH:20][c:21]([C:22]#[N:23])[cH:24][cH:25]2)[CH2:12][CH2:13][CH2:14]1. The reactants are C1CCOC1, CCOC(=O)c1ccc(OCCNCCC(=O)Cc2ccc(NC(=O)Nc3ccccc3F)c(OC)c2)c(OC)c1, Cl, [Na+], [OH-]. The product is COc1cc(CC(=O)CCNCCOc2ccc(C(=O)O)cc2OC)ccc1NC(=O)Nc1ccccc1F. RXN SMILES: [CH2:45]1[O:46][CH2:47][CH2:48][CH2:49]1.[CH3:1][O:2][c:3]1[cH:4][c:5]([C:6](=[O:7])[O:8][CH2:9][CH3:10])[cH:11][cH:12][c:13]1[O:14][CH2:15][CH2:16][NH:17][CH2:18][CH2:19][C:20]([CH2:21][c:22]1[cH:23][c:24]([O:39][CH3:40])[c:25]([NH:28][C:29](=[O:30])[NH:31][c:32]2[c:33]([F:38])[cH:34][cH:35][cH:36][cH:37]2)[cH:26][cH:27]1)=[O:41].[ClH:44].[Na+:43].[OH-:42]>>[CH3:1][O:2][c:3]1[cH:4][c:5]([C:6](=[O:7])[OH:8])[cH:11][cH:12][c:13]1[O:14][CH2:15][CH2:16][NH:17][CH2:18][CH2:19][C:20]([CH2:21][c:22]1[cH:23][c:24]([O:39][CH3:40])[c:25]([NH:28][C:29](=[O:30])[NH:31][c:32]2[c:33]([F:38])[cH:34][cH:35][cH:36][cH:37]2)[cH:26][cH:27]1)=[O:41]. Starting materials: C (charcoal), C(C)(=O)OC(C)=O (acetic anhydride), NC(C1=CC=C(C=C1)N1CC(N(CC1)CC(=O)NC[C@@H](C(=O)OCC)NS(=O)(=O)C1=CC=CC=C1)=O)=NO (ethyl (2S)-3-{[2-(4-{4-[amino-(hydroxyimino)methyl]phenyl}-2-oxopiperazino)acetyl]amino}-2-[(phenylsulphonyl)amino]propanoate). The reagents and catalysts are [Pd] (palladium-on-charcoal). Run in O (water), C(C)(=O)O (acetic acid). Conditions: time 3 hour. Yields the product C(C)(=O)O.NC(C1=CC=C(C=C1)N1CC(N(CC1)CC(=O)NC[C@@H](C(=O)OCC)NS(=O)(=O)C1=CC=CC=C1)=O)=N (ethyl (2S)-3-{[2-(4-{4-[amino(imino)methyl]phenyl}-2-oxopiperazino)acetyl]amino}-2-[(phenylsulphonyl)amino]propanoate acetate). Yield: 160.1%. Reaction SMILES: [NH2:1][C:2](=[N:37]O)[C:3]1[CH:8]=[CH:7][C:6]([N:9]2[CH2:14][CH2:13][N:12]([CH2:15][C:16]([NH:18][CH2:19][C@H:20]([NH:26][S:27]([C:30]3[CH:35]=[CH:34][CH:33]=[CH:32][CH:31]=3)(=[O:29])=[O:28])[C:21]([O:23][CH2:24][CH3:25])=[O:22])=[O:17])[C:11](=[O:36])[CH2:10]2)=[CH:5][CH:4]=1.C(OC(=O)C)(=O)C.C>C(O)(=O)C.O.[Pd]>[C:21]([OH:23])(=[O:22])[CH3:20].[NH2:37][C:2](=[NH:1])[C:3]1[CH:4]=[CH:5][C:6]([N:9]2[CH2:14][CH2:13][N:12]([CH2:15][C:16]([NH:18][CH2:19][C@H:20]([NH:26][S:27]([C:30]3[CH:31]=[CH:32][CH:33]=[CH:34][CH:35]=3)(=[O:29])=[O:28])[C:21]([O:23][CH2:24][CH3:25])=[O:22])=[O:17])[C:11](=[O:36])[CH2:10]2)=[CH:7][CH:8]=1 |f:6.7|. Reported procedure: Ethyl (2S) -3-{[2- (4-{4-[amino(hydroxyimino)methyl]phenyl}-2-oxopiperazino)acetyl]amino}-2-[(phenylsulphonyl)amino]propanoate (Example 1) (1.5 g, 2.75 mmol) is dissolved in 50 ml of acetic acid. 600 mg of acetic anhydride (5.6 mmol) and 0.76 g of 10%; palladium-on-charcoal are added. The hydrogenolysis is carried out at room temperature under 50 psi for 3 hours. The catalyst is filtered off and the solution is evaporated to dryness. The solid obtained is dissolved in 150 ml of water and treated... Starting materials: C(C)(C)(C)C1=CC=C(C=C1)S(=O)(=O)NC1=C(C=C(C(=C1)F)Cl)C1=NN=C(N1C)CC (4-tert-Butyl-N-[4-chloro-2-(5-ethyl-4-methyl-4H-[1,2,4]triazol-3-yl)-5-fluoro-phenyl]-benzenesulfonamide), C(#N)[Cu] (CuCN), CN(C)C=O (DMF). Run in CCOC(=O)C (EtOAc). Reaction conditions: temperature 100 celsius, time 48 hour. Product: C(C)(C)(C)C1=CC=C(C=C1)S(=O)(=O)NC1=C(C=C(C=C1)C#N)C1=NN=C(N1C)CC (4-tert-butyl-N-[4-cyano-2-(5-ethyl-4-methyl-4H-[1,2,4]triazol-3-yl)-phenyl]-benzenesulfonamide). As a reaction SMILES: [C:1]([C:5]1[CH:10]=[CH:9][C:8]([S:11]([NH:14][C:15]2[CH:20]=[C:19](F)[C:18](Cl)=[CH:17][C:16]=2[C:23]2[N:27]([CH3:28])[C:26]([CH2:29][CH3:30])=[N:25][N:24]=2)(=[O:13])=[O:12])=[CH:7][CH:6]=1)([CH3:4])([CH3:3])[CH3:2].[C:31]([Cu])#[N:32].CN(C=O)C>CCOC(C)=O>[C:1]([C:5]1[CH:10]=[CH:9][C:8]([S:11]([NH:14][C:15]2[CH:20]=[CH:19][C:18]([C:31]#[N:32])=[CH:17][C:16]=2[C:23]2[N:27]([CH3:28])[C:26]([CH2:29][CH3:30])=[N:25][N:24]=2)(=[O:13])=[O:12])=[CH:7][CH:6]=1)([CH3:4])([CH3:3])[CH3:2]. Procedure: A 4 mL scintillation vial was charged with 4-tert-butyl-N-[4-iodo-2-(5-ethyl-4-methyl-4H-[1,2,4]triazol-3-yl)-phenyl]-benzenesulfonamide (prepared according to general procedure C, 18 mg, 0.034 mmol), CuCN (15 mg, 0.17 mmol), and DMF (500 μL). The reaction was then heated to 100° C. and stirred for 48 hours. The solution was then diluted with EtOAc and washed with an aqueous solution of EDTA (5% wt/wt). The organic layer was then concentrated and the residue purified by preparative TLC to afford... Starting materials: CC(C)(C)OC(=O)C1CCC(c2cc(O)n3nccc3n2)CN1C(=O)OC(C)(C)C, O=P(Cl)(Cl)Cl. The product is CC(C)(C)OC(=O)C1CCC(c2cc(Cl)n3nccc3n2)CN1C(=O)OC(C)(C)C. As a reaction SMILES: [OH:1][c:2]1[cH:3][c:4]([CH:11]2[CH2:12][CH2:13][CH:14]([C:24](=[O:25])[O:26][C:27]([CH3:28])([CH3:29])[CH3:30])[N:15]([C:17](=[O:18])[O:19][C:20]([CH3:21])([CH3:22])[CH3:23])[CH2:16]2)[n:5][c:6]2[n:7]1[n:8][cH:9][cH:10]2.[P:31]([Cl:32])([Cl:33])([Cl:34])=[O:35]>>[c:2]1([Cl:33])[cH:3][c:4]([CH:11]2[CH2:12][CH2:13][CH:14]([C:24](=[O:25])[O:26][C:27]([CH3:28])([CH3:29])[CH3:30])[N:15]([C:17](=[O:18])[O:19][C:20]([CH3:21])([CH3:22])[CH3:23])[CH2:16]2)[n:5][c:6]2[n:7]1[n:8][cH:9][cH:10]2. The reactants are C(C)OC([C@H](CC1=CC=C(C=C1)OCCCBr)OC)=O ((2S)-3-[4-(3-bromo-propoxy)-phenyl]-2-methoxy-propionic acid ethyl ester), COC=1C=C(C=CC1)O (3-methoxy-phenol), CO[C@H](C(=O)O)CC1=CC=C(C=C1)OCCCOC1=CC=CC=C1 ((2S)-2-methoxy-3-[4-(3-phenoxy-propoxy)-phenyl]-propionic acid). Product: CO[C@H](C(=O)O)CC1=CC=C(C=C1)OCCCOC1=CC(=CC=C1)OC ((2S)-2-methoxy-3-{4-[3-(3-methoxy-phenoxy)-propoxy]-phenyl}-propionic acid). Reaction SMILES: C([O:3][C:4](=[O:20])[C@@H:5]([O:18][CH3:19])[CH2:6][C:7]1[CH:12]=[CH:11][C:10]([O:13][CH2:14][CH2:15][CH2:16]Br)=[CH:9][CH:8]=1)C.[CH3:21][O:22][C:23]1[CH:24]=[C:25]([OH:29])[CH:26]=[CH:27][CH:28]=1.CO[C@@H](CC1C=CC(OCCCOC2C=CC=CC=2)=CC=1)C(O)=O>>[CH3:19][O:18][C@@H:5]([CH2:6][C:7]1[CH:8]=[CH:9][C:10]([O:13][CH2:14][CH2:15][CH2:16][O:29][C:25]2[CH:26]=[CH:27][CH:28]=[C:23]([O:22][CH3:21])[CH:24]=2)=[CH:11][CH:12]=1)[C:4]([OH:3])=[O:20]. Reported procedure: The title compound was prepared from (2S)-3-[4-(3-bromo-propoxy)-phenyl]-2-methoxy-propionic acid ethyl ester (Example 284, Step 2) and 3-methoxy-phenol via the same procedure used for the preparation of (2S)-2-methoxy-3-[4-(3-phenoxy-propoxy)-phenyl]-propionic acid (Example 285, Step 1), to produce a colorless oil. MS (ES) for C20H24O6 [M+H]+: 361.4. Reactants: [N+](=O)([O-])C=C(NCCCCC1=NC=CC=C1)SC (1-nitro-2-methylthio-2-[4-(2-pyridyl)-butylamino]ethylene), CN (methylamine). Product: [N+](=O)([O-])C=C(NCCCCC1=NC=CC=C1)NC (1-Nitro-2-methylamino-2-[4-(2-pyridyl)butylamino]ethylene). RXN SMILES: [N+:1]([CH:4]=[C:5](SC)[NH:6][CH2:7][CH2:8][CH2:9][CH2:10][C:11]1[CH:16]=[CH:15][CH:14]=[CH:13][N:12]=1)([O-:3])=[O:2].[CH3:19][NH2:20]>>[N+:1]([CH:4]=[C:5]([NH:20][CH3:19])[NH:6][CH2:7][CH2:8][CH2:9][CH2:10][C:11]1[CH:16]=[CH:15][CH:14]=[CH:13][N:12]=1)([O-:3])=[O:2]. Procedure details: A mixture of 1-nitro-2-methylthio-2-[4-(2-pyridyl)-butylamino]ethylene and 33% ethanolic methylamine were heated on a steam bath for 15 minutes. Concentration, followed by crystallisation from ethyl acetate yielded the title compound m.p. 90°-91°. (Found: C, 57.8; H, 7.2; N, 22.6%. C12H18N4O2 requires: C, 57.6; H, 7.2; N, 22.4 %).